Dataset: the Open Reaction Database (ORD), a public repository of structured organic reaction records. Task: describe an organic reaction: reactants, conditions, products, and yield Starting materials: NC1=C(OC2=CC=C(C=C2)O)C=CC=C1 (4-(2-aminophenoxy)phenol), [N+](=O)([O-])C=1C=C(CCl)C=CC1 (3-nitrobenzyl chloride), [I-].[K+] (potassium iodide), C([O-])([O-])=O.[K+].[K+] (potassium carbonate). The solvent is O (water), CN(C=O)C (N,N-dimethylformamide). Run at temperature 50 celsius, time 3 hour. Product: [N+](=O)([O-])C=1C=C(COC2=CC=C(OC3=C(N)C=CC=C3)C=C2)C=CC1 (2-[4-(3-nitrobenzyloxy)phenoxy]aniline). The yield is 45.3%. Reaction SMILES: [NH2:1][C:2]1[CH:15]=[CH:14][CH:13]=[CH:12][C:3]=1[O:4][C:5]1[CH:10]=[CH:9][C:8]([OH:11])=[CH:7][CH:6]=1.[N+:16]([C:19]1[CH:20]=[C:21]([CH:24]=[CH:25][CH:26]=1)[CH2:22]Cl)([O-:18])=[O:17].[I-].[K+].C(=O)([O-])[O-].[K+].[K+]>CN(C)C=O.O>[N+:16]([C:19]1[CH:20]=[C:21]([CH:24]=[CH:25][CH:26]=1)[CH2:22][O:11][C:8]1[CH:7]=[CH:6][C:5]([O:4][C:3]2[CH:12]=[CH:13][CH:14]=[CH:15][C:2]=2[NH2:1])=[CH:10][CH:9]=1)([O-:18])=[O:17] |f:2.3,4.5.6|. Procedure details: To a solution of 4-(2-aminophenoxy)phenol (0.85 g, 4.2 mmol) in N,N-dimethylformamide (20 ml) were added 3-nitrobenzyl chloride (0.87 g, 5.1 mmol), potassium iodide (0.70 g, 4.2 mmol) and potassium carbonate (0.88 g, 6.4 mmol), followed by stirring at 50° C. for 3 hours. The reaction solution was poured into water and extracted with ethyl acetate, and the organic layer was washed with water and a saturated aqueous sodium chloride solution. After drying, the solvent was evaporated under reduced p... Reactants: CCCCC (n-pentane), N(=O)OC(C)(C)C (t-butyl nitrite), COCCOC (1,2-dimethoxyethane), NC=1C(=NC=CC1)OCC(=O)OC (3-amino-2-(methoxycarbonyl)methoxypyridine), ClCCl (dichloromethane), COCCOC (1,2-dimethoxyethane). Reaction conditions: time 10 minute. Product: C(C)(=O)OC=1C(=NC=CC1)OCC(=O)OC (3-acetoxy-2-(methoxycarbonyl)methoxypyridine). Reaction SMILES: N[C:2]1[C:3]([O:8][CH2:9][C:10]([O:12][CH3:13])=[O:11])=[N:4][CH:5]=[CH:6][CH:7]=1.ClCCl.N([O:19][C:20]([CH3:23])(C)C)=O.CCCCC.C[O:30]CCOC>>[C:20]([O:19][C:2]1[C:3]([O:8][CH2:9][C:10]([O:12][CH3:13])=[O:11])=[N:4][CH:5]=[CH:6][CH:7]=1)(=[O:30])[CH3:23]. Procedure: First, 1.6 g of a boron trifluoride diethyl ether complex was added dropwise to a mixture of 1.0 g of 3-amino-2-(methoxycarbonyl)methoxypyridine, 3 ml of 1,2-dimethoxyethane, and 1 ml of dichloromethane at −10° C. After stirring at the same temperature for 10 minutes, a solution of 0.68 g of t-butyl nitrite in 1 ml of 1,2-dimethoxyethane was added dropwise to the reaction mixture at −5° C. or lower. After stirring at the same temperature for 30 minutes, n-pentane was poured into the mixture. The... The reactants are FC1=C(C=CC(=O)O)C=CC=C1F (2,3-difluoro-cinnamic acid), [H][H] (hydrogen). The reagents and catalysts are [Pd] (Pd). Solvent: C(C)O (ethanol). Product: FC1=C(C=CC=C1F)CCC(=O)O (3-(2,3-Difluoro-phenyl)-propionic Acid). RXN SMILES: [F:1][C:2]1[C:12]([F:13])=[CH:11][CH:10]=[CH:9][C:3]=1[CH:4]=[CH:5][C:6]([OH:8])=[O:7].[H][H]>C(O)C.[Pd]>[F:1][C:2]1[C:12]([F:13])=[CH:11][CH:10]=[CH:9][C:3]=1[CH2:4][CH2:5][C:6]([OH:8])=[O:7]. Procedure details: To a suspension of 2,3-difluoro-cinnamic acid (2.94 g, 16 mmol) in ethanol (100 mL) is added Pd (10% on carbon, 50 mg) and the mixture is treated with hydrogen (7.5 bar) for 15 h. The suspension is filtered through celite and the solvent evaporated to provide the title compound. The reactants are Brc1cccs1, CN(C)C1(C#N)CCN(C(=O)OC(C)(C)C)CC1, C1CCOC1, CCOCC, CCOC(C)=O, CCCCCC, [Cl-], I, [Mg], [NH4+]. As a reaction SMILES: [Br:3][c:4]1[s:5][cH:6][cH:7][cH:8]1.[C:9]([CH3:10])([CH3:11])([CH3:12])[O:13][C:14](=[O:15])[N:16]1[CH2:17][CH2:18][C:19]([N:22]([CH3:23])[CH3:24])([C:25]#[N:26])[CH2:20][CH2:21]1.[CH2:34]1[O:35][CH2:36][CH2:37][CH2:38]1.[CH3:29][CH2:30][O:31][CH2:32][CH3:33].[CH3:39][CH2:40][O:41][C:42]([CH3:43])=[O:44].[CH3:45][CH2:46][CH2:47][CH2:48][CH2:49][CH3:50].[Cl-:27].[I:2].[Mg:1].[NH4+:28]>>[c:4]1([C:19]2([N:22]([CH3:23])[CH3:24])[CH2:18][CH2:17][N:16]([C:14]([O:13][C:9]([CH3:10])([CH3:11])[CH3:12])=[O:15])[CH2:21][CH2:20]2)[s:5][cH:6][cH:7][cH:8]1. Yields the product CN(C)C1(c2cccs2)CCN(C(=O)OC(C)(C)C)CC1. The reactants are C(C)OC(CC1C2=C(B(O1)O)C=C(C=C2C)OC2=NC=C(N=C2)CN)=O ([6-(5-aminomethyl-pyrazin-2-yloxy)-1-hydroxy-4-methyl-1,3-dihydro-benzo[c][1,2]oxaborol-3-yl]-acetic acid ethyl ester), [Li+].[OH-] (LiOH). The solvent is C1CCOC1 (THF), O (water). Yields the product NCC=1N=CC(=NC1)OC=1C=C(C2=C(B(OC2CC(=O)O)O)C1)C ([6-(5-Aminomethyl-pyrazin-2-yloxy)-1-hydroxy-4-methyl-1,3-dihydro-benzo[c][1,2]oxaborol-3-yl]-acetic acid). The yield is 33.9%. As a reaction SMILES: C([O:3][C:4](=[O:26])[CH2:5][CH:6]1[O:10][B:9]([OH:11])[C:8]2[CH:12]=[C:13]([O:17][C:18]3[CH:23]=[N:22][C:21]([CH2:24][NH2:25])=[CH:20][N:19]=3)[CH:14]=[C:15]([CH3:16])[C:7]1=2)C.[Li+].[OH-]>C1COCC1.O>[NH2:25][CH2:24][C:21]1[N:22]=[CH:23][C:18]([O:17][C:13]2[CH:14]=[C:15]([CH3:16])[C:7]3[CH:6]([CH2:5][C:4]([OH:26])=[O:3])[O:10][B:9]([OH:11])[C:8]=3[CH:12]=2)=[N:19][CH:20]=1 |f:1.2|. Procedure details: A solution of [6-(5-aminomethyl-pyrazin-2-yloxy)-1-hydroxy-4-methyl-1,3-dihydro-benzo[c][1,2]oxaborol-3-yl]-acetic acid ethyl ester (700 mg, 2.24 mmol) in THF (16 mL) was treated with LiOH (470 mg, 11.2 mmol) in water (8 mL) at room temperature for 2 h. The reaction was concentrated to dryness. The residue was diluted with water and adjusted to pH 3. The mixture was purified by preparative HPLC to give the title compound (250 mg). 1H NMR (300 MHz, CD3OD) δ 8.48 (s, 1H), 8.35 (s, 1H), 8.21 (s, 1H... Starting materials: ClC=1OC2=C(N1)C=CC=C2 (2-chlorobenzoxazole), N1CCNCC1 (piperazine). Run in ClCCl (dichloromethane), ClCCl (dichloromethane). Yields the product N1(CCNCC1)C=1OC2=C(N1)C=CC=C2 (2-(1-piperazinyl)benzoxazole). Reaction SMILES: Cl[C:2]1[O:3][C:4]2[CH:10]=[CH:9][CH:8]=[CH:7][C:5]=2[N:6]=1.[NH:11]1[CH2:16][CH2:15][NH:14][CH2:13][CH2:12]1>ClCCl>[N:11]1([C:2]2[O:3][C:4]3[CH:10]=[CH:9][CH:8]=[CH:7][C:5]=3[N:6]=2)[CH2:16][CH2:15][NH:14][CH2:13][CH2:12]1. Reported procedure: A 3.07 g portion of 2-chlorobenzoxazole was dissolved in 10 ml of dichloromethane. Under cooling with ice, to this was added dropwise 3.45 g of anhydrous piperazine which has been dissolved in 30 ml of dichloromethane, followed by 1 hour of reaction. The reaction solution was concentrated under a reduced pressure, and the resulting residue was purified by a silica gel column chromatography (dichloromethane:methanol=20:1), followed by concentration of the eluate under a reduced pressure. Thereaft... The reactants are Cl.Cl.C(C1=CC=CC=C1)OC1=C(C=C(OCCCCCCCN)C=C1)[C@H](CCN(C(C)C)C(C)C)C1=CC=CC=C1 (7-{4-(benzyloxy)-3-[(1R)-3-(diisopropylamino)-1-phenylpropyl]phenoxy}heptan-1-amine bis hydrochloride salt), C(C1=CC=CC=C1)OC1=C(C=C(C=C1)[C@H](CBr)O[Si](C)(C)C(C)(C)C)NS(=O)(=O)C (N-{2-(benzyloxy)-5-[(1R)-2-bromo-1-{[tert-butyl(dimethyl)silyl]oxy}ethyl]phenyl}methanesulfonamide), C(O)([O-])=O.[Na+] (sodium hydrogen carbonate), [I-].[K+] (potassium iodide). Run in [Cl-].[Na+].O (brine), O (water), C(C)#N (acetonitrile). Reaction conditions: temperature 90 celsius. The product is N (ammonia), C(C1=CC=CC=C1)OC1=C(C=C(C=C1)[C@H](CNCCCCCCCOC1=CC(=C(C=C1)OCC1=CC=CC=C1)[C@H](CCN(C(C)C)C(C)C)C1=CC=CC=C1)O[Si](C)(C)C(C)(C)C)NS(=O)(=O)C (N-{2-(Benzyloxy)-5-[(1R)-2-[(7-{4-(benzyloxy)-3-[(1R)-3-(diisopropylamino)-1-phenylpropyl]phenoxy}heptyl)amino]-1-{[tert-butyl(dimethyl)silyl]oxy}ethyl]phenyl}methanesulfonamide). RXN SMILES: Cl.Cl.[CH2:3]([O:10][C:11]1[CH:25]=[CH:24][C:14]([O:15][CH2:16][CH2:17][CH2:18][CH2:19][CH2:20][CH2:21][CH2:22][NH2:23])=[CH:13][C:12]=1[C@@H:26]([C:36]1[CH:41]=[CH:40][CH:39]=[CH:38][CH:37]=1)[CH2:27][CH2:28][N:29]([CH:33]([CH3:35])[CH3:34])[CH:30]([CH3:32])[CH3:31])[C:4]1[CH:9]=[CH:8][CH:7]=[CH:6][CH:5]=1.[CH2:42]([O:49][C:50]1[CH:55]=[CH:54][C:53]([C@@H:56]([O:59][Si:60]([C:63]([CH3:66])([CH3:65])[CH3:64])([CH3:62])[CH3:61])[CH2:57]Br)=[CH:52][C:51]=1[NH:67][S:68]([CH3:71])(=[O:70])=[O:69])[C:43]1[CH:48]=[CH:47][CH:46]=[CH:45][CH:44]=1.C(=O)([O-])O.[Na+].[I-].[K+]>[Cl-].[Na+].O.O.C(#N)C>[NH3:23].[CH2:42]([O:49][C:50]1[CH:55]=[CH:54][C:53]([C@@H:56]([O:59][Si:60]([C:63]([CH3:64])([CH3:66])[CH3:65])([CH3:62])[CH3:61])[CH2:57][NH:23][CH2:22][CH2:21][CH2:20][CH2:19][CH2:18][CH2:17][CH2:16][O:15][C:14]2[CH:24]=[CH:25][C:11]([O:10][CH2:3][C:4]3[CH:5]=[CH:6][CH:7]=[CH:8][CH:9]=3)=[C:12]([C@@H:26]([C:36]3[CH:37]=[CH:38][CH:39]=[CH:40][CH:41]=3)[CH2:27][CH2:28][N:29]([CH:33]([CH3:34])[CH3:35])[CH:30]([CH3:32])[CH3:31])[CH:13]=2)=[CH:52][C:51]=1[NH:67][S:68]([CH3:71])(=[O:69])=[O:70])[C:43]1[CH:48]=[CH:47][CH:46]=[CH:45][CH:44]=1 |f:0.1.2,4.5,6.7,8.9.10|. Reported procedure: 7-{4-(benzyloxy)-3-[(1R)-3-(diisopropylamino)-1-phenylpropyl]phenoxy}heptan-1-amine bis hydrochloride salt (Preparation 18, 190 mg, 0.31 mmol), N-{2-(benzyloxy)-5-[(1R)-2-bromo-1-{[tert-butyl(dimethyl)silyl]oxy}ethyl]phenyl}methanesulfonamide (Prepared according to WO2005/080324, 161 mg, 0.32 mmol), sodium hydrogen carbonate (106 mg, 1.26 mmol) and potassium iodide (52 mg, 0.32 mmol) were added to acetonitrile (5 ml) and heated to 90° C. for 24 hours, then left at room temperature over night, wa...